describe an organic reaction: reactants, conditions, products, and yield From a dataset of the Open Reaction Database (ORD), a public repository of structured organic reaction records. Starting materials: Cl.C(C)OC(=O)[C@]12NC([C@H]3N(C([C@H](CCCCC\C=C/[C@@H]1C2)NC(=O)C=2C=NC(=NC2)C)=O)C[C@@H](C3)OC3=NC2=CC=CC=C2N=C3C=3SC2=C(N3)C=CC=C2)=O ((2R,6S,13aS,14aR,16aS,Z)-ethyl-6-(2-methylpyrimidine-5-carboxamido)-5,16-dioxo-2-(3-(benzo[d]thiazol-2-yl)quinoxalin-2-yloxy)-1,2,3,5,6,7,8,9,10,11,13a,14,14a,15,16,16a-hexadecahydrocyclopropa[e]pyrrolo[1,2-a][1,4]diazacyclopentadecine-14a-carboxylate hydrochloride), O[Li].O (LiOH.H2O), OP(=O)(O)O (H3PO4), [Na+].[Cl-] (NaCl), CC1OCCC1 (2-methyl tetrahydrofuran). The solvent is O (water), O1CCCC1 (tetrahydrofuran). Product: C(C)NCC.CC1=NC=C(C=N1)C(=O)N[C@H]1CCCCC\C=C/[C@H]2[C@](NC([C@H]3N(C1=O)C[C@@H](C3)OC3=NC1=CC=CC=C1N=C3C=3SC1=C(N3)C=CC=C1)=O)(C2)C(=O)O ((2R,6S,13aS,14aR,16aS,Z)-6-(2-methylpyrimidine-5-carboxamido)-5,16-dioxo-2-(3-(benzo[d]thiazol-2-yl)quinoxalin-2-yloxy)-1,2,3,5,6,7,8,9,10,11,13a,14,14a,15,16,16a-hexadecahydrocyclopropa[e]pyrrolo[1,2-a][1,4]diazacyclopentadecine-14a-carboxylate diethylamine). As a reaction SMILES: Cl.C([O:4][C:5]([C@@:7]12[CH2:22][C@H:21]1[CH:20]=[CH:19][CH2:18][CH2:17][CH2:16][CH2:15][CH2:14][C@H:13]([NH:23][C:24]([C:26]1[CH:27]=[N:28][C:29]([CH3:32])=[N:30][CH:31]=1)=[O:25])[C:12](=[O:33])[N:11]1[CH2:34][C@H:35]([O:37][C:38]3[C:47]([C:48]4[S:49][C:50]5[CH:56]=[CH:55][CH:54]=[CH:53][C:51]=5[N:52]=4)=[N:46][C:45]4[C:40](=[CH:41][CH:42]=[CH:43][CH:44]=4)[N:39]=3)[CH2:36][C@H:10]1[C:9](=[O:57])[NH:8]2)=[O:6])C.O[Li].O.OP(O)(O)=O.[Na+].[Cl-].CC1CCCO1>O.O1CCCC1>[CH2:7]([NH:8][CH2:9][CH3:10])[CH3:5].[CH3:32][C:29]1[N:28]=[CH:27][C:26]([C:24]([NH:23][C@@H:13]2[C:12](=[O:33])[N:11]3[CH2:34][C@H:35]([O:37][C:38]4[C:47]([C:48]5[S:49][C:50]6[CH:56]=[CH:55][CH:54]=[CH:53][C:51]=6[N:52]=5)=[N:46][C:45]5[C:40](=[CH:41][CH:42]=[CH:43][CH:44]=5)[N:39]=4)[CH2:36][C@H:10]3[C:9](=[O:57])[NH:8][C@:7]3([C:5]([OH:6])=[O:4])[CH2:22][C@H:21]3[CH:20]=[CH:19][CH2:18][CH2:17][CH2:16][CH2:15][CH2:14]2)=[O:25])=[CH:31][N:30]=1 |f:0.1,2.3,5.6,10.11|. Reported procedure: The isolated product of Example 42c can be mixed with tetrahydrofuran, water and LiOH.H2O, and then heated and stirred. The reaction mixture can be later cooled, added with aqueous H3PO4, aqueous NaCl and 2-methyl tetrahydrofuran, and the organic layer is separated, washed and filtered. MeCN is added to the concentrated organic layer, heated and cooled, and then diethylamine is added. The slurry is heated and cooled to form (2R,6S,13aS,14aR,16aS,Z)-6-(2-methylpyrimidine-5-carboxamido)-5,16-dioxo... Starting materials: O=C1N(CCCC1(C1=CC=CC=C1)C1=CC=CC=C1)CC(=O)O (2-(2-oxo-3,3-diphenylpiperidin-1-yl)acetic acid), C1(=CC=CC=C1)C1(CNCC1)C1=CC=CC=C1 (3,3-diphenylpyrrolidine), FC1=CC=C(C=C1)C1(C(N(CCC1)CC(=O)O)=O)C1=CC=C(C=C1)F (2-(3,3-bis(4-fluorophenyl)-2-oxopiperidin-1-yl)acetic acid), C1NCCC2=CC=CC=C12 (1,2,3,4-tetrahydroisoquinoline). Yields the product C1N(CCC2=CC=CC=C12)C(CN1C(C(CCC1)(C1=CC=CC=C1)C1=CC=CC=C1)=O)=O (1-[2-(3,4-dihydroisoquinolin-2(1H)-yl)-2-oxoethyl]-3,3-diphenylpiperidin-2-one). RXN SMILES: O=[C:2]1[C:7]([C:14]2[CH:19]=[CH:18][CH:17]=[CH:16][CH:15]=2)(C2C=CC=CC=2)CCC[N:3]1[CH2:20]C(O)=O.F[C:25]1[CH:30]=[CH:29][C:28]([C:31]2([C:42]3[CH:47]=[CH:46][C:45](F)=[CH:44][CH:43]=3)[CH2:36][CH2:35][CH2:34][N:33]([CH2:37][C:38](O)=[O:39])[C:32]2=[O:41])=[CH:27][CH:26]=1.C1C2C(=CC=CC=2)CCN1.C1(C2(C3C=CC=CC=3)CCNC2)C=CC=CC=1>>[CH2:20]1[C:15]2[C:14](=[CH:19][CH:18]=[CH:17][CH:16]=2)[CH2:7][CH2:2][N:3]1[C:38](=[O:39])[CH2:37][N:33]1[CH2:34][CH2:35][CH2:36][C:31]([C:28]2[CH:29]=[CH:30][CH:25]=[CH:26][CH:27]=2)([C:42]2[CH:47]=[CH:46][CH:45]=[CH:44][CH:43]=2)[C:32]1=[O:41]. Procedure details: The title compound was prepared using the procedure described in Example 172 substituting 2-(2-oxo-3,3-diphenylpiperidin-1-yl)acetic acid from Example 68E for 2-(3,3-bis(4-fluorophenyl)-2-oxopiperidin-1-yl)acetic acid and 1,2,3,4-tetrahydroisoquinoline for 3,3-diphenylpyrrolidine. 1H NMR (300 MHz, CDCl3) δ ppm 7.44-7.00 (m, 14H), 4.69 (d, J=42.8, 2H), 4.32 (d, J=4.4, 2H), 3.86 (t, J=6.0, 1H), 3.67 (t, J=5.9, 1H), 3.52 (t, J=6.4, 2H), 2.88 (t, J=5.9, 2H), 2.72-2.56 (m, 2H), 1.92-1.76 (m, 2H); MS ...